From a dataset of the Open Reaction Database (ORD), a public repository of structured organic reaction records. describe an organic reaction: reactants, conditions, products, and yield The reactants are Cn1cc(Br)cc(Br)c1=O, O=C([O-])[O-], [Cs+], [Cs+], CN(CCn1ccc(N)n1)C(=O)OC(C)(C)C, C1COCCO1, O=C(C=Cc1ccccc1)C=Cc1ccccc1, O=C(C=Cc1ccccc1)C=Cc1ccccc1, O=C(C=Cc1ccccc1)C=Cc1ccccc1, [Pd], [Pd]. Yields the product CN(CCn1ccc(Nc2cc(Br)cn(C)c2=O)n1)C(=O)OC(C)(C)C. As a reaction SMILES: [Br:18][c:19]1[c:20](=[O:27])[n:21]([CH3:26])[cH:22][c:23]([Br:25])[cH:24]1.[C:28](=[O:29])([O-:30])[O-:31].[Cs+:32].[Cs+:33].[NH2:1][c:2]1[n:3][n:4]([CH2:7][CH2:8][N:9]([C:10]([O:11][C:12]([CH3:13])([CH3:14])[CH3:15])=[O:16])[CH3:17])[cH:5][cH:6]1.[O:34]1[CH2:35][CH2:36][O:37][CH2:38][CH2:39]1.[O:42]=[C:43]([CH:44]=[CH:45][c:46]1[cH:47][cH:48][cH:49][cH:50][cH:51]1)[CH:52]=[CH:53][c:54]1[cH:55][cH:56][cH:57][cH:58][cH:59]1.[O:60]=[C:61]([CH:62]=[CH:63][c:64]1[cH:65][cH:66][cH:67][cH:68][cH:69]1)[CH:70]=[CH:71][c:72]1[cH:73][cH:74][cH:75][cH:76][cH:77]1.[O:78]=[C:79]([CH:80]=[CH:81][c:82]1[cH:83][cH:84][cH:85][cH:86][cH:87]1)[CH:88]=[CH:89][c:90]1[cH:91][cH:92][cH:93][cH:94][cH:95]1.[Pd:40].[Pd:41]>>[NH:1]([c:2]1[n:3][n:4]([CH2:7][CH2:8][N:9]([C:10]([O:11][C:12]([CH3:13])([CH3:14])[CH3:15])=[O:16])[CH3:17])[cH:5][cH:6]1)[c:19]1[c:20](=[O:27])[n:21]([CH3:26])[cH:22][c:23]([Br:25])[cH:24]1. Reactants: ClC=1C=C(C=CC1F)B(O)O (3-chloro-4-fluorophenylboronic acid), C(C)(=O)O[C@H]1[C@H](OC=2C=NC=C(C2)Br)SC[C@H]([C@@H]1OC(C)=O)OC(C)=O (5-bromo-3-pyridinyl 2,3,4-tri-O-acetyl-5-thio-β-D-xylopyranoside). Yields the product O([C@H]1[C@H](O)[C@@H](O)[C@H](O)CS1)C=1C=NC=C(C1)C1=CC(=C(C=C1)F)Cl (5-(3-chloro-4-fluorophenyl)-3-pyridinyl 5-thio-β-D-xylopyranoside), powder. Yield: 59.0%. As a reaction SMILES: [Cl:1][C:2]1[CH:3]=[C:4](B(O)O)[CH:5]=[CH:6][C:7]=1[F:8].C([O:15][C@@H:16]1[C@@H:29]([O:30]C(=O)C)[C@H:28]([O:34]C(=O)C)[CH2:27][S:26][C@H:17]1[O:18][C:19]1[CH:20]=[N:21][CH:22]=[C:23](Br)[CH:24]=1)(=O)C>>[O:18]([C:19]1[CH:20]=[N:21][CH:22]=[C:23]([C:4]2[CH:5]=[CH:6][C:7]([F:8])=[C:2]([Cl:1])[CH:3]=2)[CH:24]=1)[C@@H:17]1[S:26][CH2:27][C@@H:28]([OH:34])[C@H:29]([OH:30])[C@H:16]1[OH:15]. Reported procedure: By following a procedure analogous to Example 122 starting from 3-chloro-4-fluorophenylboronic acid and 5-bromo-3-pyridinyl 2,3,4-tri-O-acetyl-5-thio-β-D-xylopyranoside, 5-(3-chloro-4-fluorophenyl)-3-pyridinyl 5-thio-β-D-xylopyranoside is obtained in the form of a white powder (yield=59%).